This data is from the Open Reaction Database (ORD), a public repository of structured organic reaction records. The task is: describe an organic reaction: reactants, conditions, products, and yield Reactants: CCO, Cl, NO, CC(C)n1c(-c2ccnc(Nc3ccccc3)n2)cnc1C=O, O, c1ccncc1. The product is CC(C)n1c(-c2ccnc(Nc3ccccc3)n2)cnc1C=NO. Reaction SMILES: [CH3:34][CH2:35][OH:36].[ClH:30].[NH2:31][OH:32].[NH:7]([c:8]1[cH:9][cH:10][cH:11][cH:12][cH:13]1)[c:14]1[n:15][cH:16][cH:17][c:18](-[c:20]2[cH:21][n:22][c:23]([CH:28]=[O:29])[n:24]2[CH:25]([CH3:26])[CH3:27])[n:19]1.[OH2:33].[cH:1]1[cH:2][cH:3][n:4][cH:5][cH:6]1>>[NH:7]([c:8]1[cH:9][cH:10][cH:11][cH:12][cH:13]1)[c:14]1[n:15][cH:16][cH:17][c:18](-[c:20]2[cH:21][n:22][c:23]([CH:28]=[N:31][OH:32])[n:24]2[CH:25]([CH3:26])[CH3:27])[n:19]1.